From a dataset of the Open Reaction Database (ORD), a public repository of structured organic reaction records. describe an organic reaction: reactants, conditions, products, and yield Reactants: C1CCOC1, CCOCC, OCc1cccc2ccccc12, O=C1c2ccccc2C(=O)N1O, c1ccc(P(c2ccccc2)c2ccccc2)cc1. Yields the product O=C1c2ccccc2C(=O)N1OCc1cccc2ccccc12. RXN SMILES: [CH2:44]1[O:45][CH2:46][CH2:47][CH2:48]1.[CH3:49][CH2:50][O:51][CH2:52][CH3:53].[OH:1][CH2:2][c:3]1[cH:4][cH:5][cH:6][c:7]2[cH:8][cH:9][cH:10][cH:11][c:12]12.[OH:32][N:33]1[C:34](=[O:43])[c:35]2[c:36]([cH:39][cH:40][cH:41][cH:42]2)[C:37]1=[O:38].[c:13]1([P:14]([c:15]2[cH:16][cH:17][cH:18][cH:19][cH:20]2)[c:21]2[cH:22][cH:23][cH:24][cH:25][cH:26]2)[cH:27][cH:28][cH:29][cH:30][cH:31]1>>[O:1]([CH2:2][c:3]1[cH:4][cH:5][cH:6][c:7]2[cH:8][cH:9][cH:10][cH:11][c:12]12)[N:33]1[C:34](=[O:43])[c:35]2[c:36]([cH:39][cH:40][cH:41][cH:42]2)[C:37]1=[O:38]. The reactants are C#CC(C)(C)O, CCOC(C)=O, CC(C)NC(C)C, [Cu]I, Cc1ccc(-c2cnc3c(c2)C2(COC(N)=N2)c2cc(OS(=O)(=O)C(F)(F)F)ccc2O3)cc1, CN(C)C=O, c1ccc(P(c2ccccc2)(c2ccccc2)[Pd](P(c2ccccc2)(c2ccccc2)c2ccccc2)(P(c2ccccc2)(c2ccccc2)c2ccccc2)P(c2ccccc2)(c2ccccc2)c2ccccc2)cc1. The product is Cc1ccc(-c2cnc3c(c2)C2(COC(N)=N2)c2cc(C#CC(C)(C)O)ccc2O3)cc1. RXN SMILES: [CH3:47][C:48]([CH3:49])([C:50]#[CH:51])[OH:52].[CH3:53][CH2:54][O:55][C:56]([CH3:57])=[O:58].[CH:40]([NH:41][CH:42]([CH3:43])[CH3:44])([CH3:45])[CH3:46].[Cu:59][I:60].[F:1][C:2]([F:3])([F:4])[S:5]([O:6][c:7]1[cH:8][c:9]2[c:25]([cH:26][cH:27]1)[O:24][c:12]1[c:11]([cH:16][c:15](-[c:17]3[cH:18][cH:19][c:20]([CH3:23])[cH:21][cH:22]3)[cH:14][n:13]1)[C:10]21[N:28]=[C:29]([NH2:32])[O:30][CH2:31]1)(=[O:33])=[O:34].[O:35]=[CH:36][N:37]([CH3:38])[CH3:39].[cH:61]1[cH:62][cH:63][c:64]([P:65]([Pd:66]([P:67]([c:68]2[cH:69][cH:70][cH:71][cH:72][cH:73]2)([c:74]2[cH:75][cH:76][cH:77][cH:78][cH:79]2)[c:80]2[cH:81][cH:82][cH:83][cH:84][cH:85]2)([P:86]([c:87]2[cH:88][cH:89][cH:90][cH:91][cH:92]2)([c:93]2[cH:94][cH:95][cH:96][cH:97][cH:98]2)[c:99]2[cH:100][cH:101][cH:102][cH:103][cH:104]2)[P:105]([c:106]2[cH:107][cH:108][cH:109][cH:110][cH:111]2)([c:112]2[cH:113][cH:114][cH:115][cH:116][cH:117]2)[c:118]2[cH:119][cH:120][cH:121][cH:122][cH:123]2)([c:124]2[cH:125][cH:126][cH:127][cH:128][cH:129]2)[c:130]2[cH:131][cH:132][cH:133][cH:134][cH:135]2)[cH:136][cH:137]1>>[c:7]1([C:51]#[C:50][C:48]([CH3:47])([CH3:49])[OH:52])[cH:8][c:9]2[c:25]([cH:26][cH:27]1)[O:24][c:12]1[c:11]([cH:16][c:15](-[c:17]3[cH:18][cH:19][c:20]([CH3:23])[cH:21][cH:22]3)[cH:14][n:13]1)[C:10]21[N:28]=[C:29]([NH2:32])[O:30][CH2:31]1. Reagents/catalysts: C1=CC=C(C=C1)P([C-]2C=CC=C2)C3=CC=CC=C3.C1=CC=C(C=C1)P([C-]2C=CC=C2)C3=CC=CC=C3.Cl[Pd]Cl.[Fe+2] (PdCl2(dppf)). As a reaction SMILES: C(N1C2=NC(CC)=C(C[N:20]([CH2:29][C:30]3[CH:31]=[C:32]([C:37]4[CH:42]=[CH:41][CH:40]=[C:39]([CH2:43][N:44]5[CH2:49][CH2:48][NH:47][C@@H:46]([CH3:50])[CH2:45]5)[CH:38]=4)[C:33]([F:36])=[CH:34][CH:35]=3)[C:21]([C:23]3([C:26]([NH2:28])=[O:27])[CH2:25][CH2:24]3)=[O:22])C(NC3CCOCC3)=C2C=N1)C.BrC1C=C(CN([CH2:71][C:72]2[C:73]([NH:85][CH:86]3[CH2:91][CH2:90][O:89][CH2:88][CH2:87]3)=[C:74]3[CH:82]=[N:81][N:80]([CH2:83][CH3:84])[C:75]3=[N:76][C:77]=2[CH2:78][CH3:79])C(C2(C(N)=O)CC2)=O)C=CC=1F.C[C@H]1CN(CC2C=CC=C(B3OC(C)(C)C(C)(C)O3)C=2)CCN1[C:115]([O:117][C:118]([CH3:121])([CH3:120])[CH3:119])=[O:116].C([O-])([O-])=O.[Na+].[Na+]>O1CCOCC1.O.C1C=CC(P(C2C=CC=CC=2)[C-]2C=CC=C2)=CC=1.C1C=CC(P(C2C=CC=CC=2)[C-]2C=CC=C2)=CC=1.Cl[Pd]Cl.[Fe+2]>[CH2:83]([N:80]1[C:75]2=[N:76][C:77]([CH2:78][CH3:79])=[C:72]([CH2:71][NH:28][C:26]([C:23]3([C:21]([NH:20][CH2:29][C:30]4[CH:35]=[CH:34][C:33]([F:36])=[C:32]([C:37]5[CH:42]=[CH:41][CH:40]=[C:39]([CH2:43][N:44]6[CH2:49][CH2:48][N:47]([C:115]([O:117][C:118]([CH3:121])([CH3:120])[CH3:119])=[O:116])[C@@H:46]([CH3:50])[CH2:45]6)[CH:38]=5)[CH:31]=4)=[O:22])[CH2:24][CH2:25]3)=[O:27])[C:73]([NH:85][CH:86]3[CH2:87][CH2:88][O:89][CH2:90][CH2:91]3)=[C:74]2[CH:82]=[N:81]1)[CH3:84] |f:3.4.5,8.9.10.11|. The product is C(C)N1N=CC=2C1=NC(=C(C2NC2CCOCC2)CNC(=O)C2(CC2)C(=O)NCC=2C=CC(=C(C2)C2=CC(=CC=C2)CN2C[C@@H](N(CC2)C(=O)OC(C)(C)C)C)F)CC (1,1-dimethylethyl (2S)-4-[(5′-{[({1-[({[1,6-diethyl-4-(tetrahydro-2H-pyran-4-ylamino)-1H-pyrazolo[3,4-b]pyridin-5-yl]methyl}amino)carbonyl]cyclopropyl}carbonyl)amino]methyl}-2′-fluoro-3-biphenylyl)methyl]-2-methyl-1-piperazinecarboxylate). Reactants: C(C)N1N=CC=2C1=NC(=C(C2NC2CCOCC2)CN(C(=O)C2(CC2)C(=O)N)CC=2C=C(C(=CC2)F)C2=CC(=CC=C2)CN2C[C@@H](NCC2)C)CC (N1-{[1,6-Diethyl-4-(tetrahydro-2H-pyran-4-ylamino)-1H-pyrazolo[3,4-b]pyridin-5-yl]methyl}-N1-[(6-fluoro-3′-{[(3S)-3-methyl-1-piperazinyl]methyl}-3-biphenylyl)methyl]-1,1-cyclopropanedicarboxamide), BrC=1C=C(C=CC1F)CN(C(=O)C1(CC1)C(=O)N)CC=1C(=C2C(=NC1CC)N(N=C2)CC)NC2CCOCC2 (N1-[(3-bromo-4-fluorophenyl)methyl]-N1-{[1,6-diethyl-4-(tetrahydro-2H-pyran-4-ylamino)-1H-pyrazolo[3,4-b]pyridin-5-yl]methyl}-1,1-cyclopropanedicarboxamide), C[C@@H]1N(CCN(C1)CC1=CC(=CC=C1)B1OC(C(O1)(C)C)(C)C)C(=O)OC(C)(C)C (1,1-dimethylethyl (2S)-2-methyl-4-{[3-(4,4,5,5-tetramethyl-1,3,2-dioxaborolan-2-yl)phenyl]methyl}-1-piperazinecarboxylate), C(=O)([O-])[O-].[Na+].[Na+] (Na2CO3). Reported procedure: In an alternate preparation of the compound prepared in Example 138, a mixture of N1-[(3-bromo-4-fluorophenyl)methyl]-N1-{[1,6-diethyl-4-(tetrahydro-2H-pyran-4-ylamino)-1H-pyrazolo[3,4-b]pyridin-5-yl]methyl}-1,1-cyclopropanedicarboxamide (50 mg, 0.081 mmol), 1,1-dimethylethyl (2S)-2-methyl-4-{[3-(4,4,5,5-tetramethyl-1,3,2-dioxaborolan-2-yl)phenyl]methyl}-1-piperazinecarboxylate (33.9 mg, 0.081 mmol), Na2CO3 (25.9 mg, 0.244 mmol) and PdCl2(dppf) (5.96 mg, 8.15 μmol) was diluted in a mixture of 1,... Solvent: O1CCOCC1 (1,4-dioxane), O (water). Conditions: temperature 100 celsius. Starting materials: [OH-].[Na+] (NaOH), O (water), C1=CC(=CC=C1O)C (p-cresol), C1(=C(C(=CC(=C1)C)C)S(=O)(=O)Cl)C (mesitylenesulfonyl chloride). The solvent is C1(=CC=CC=C1)C (toluene). Reaction conditions: time 1 hour. Yields the product C1(=C(C(=CC(=C1)C)C)S(=O)(=O)OC1=CC=C(C=C1)C)C (4-methylphenyl mesitylenesulfonate). RXN SMILES: [CH:1]1[C:6]([OH:7])=[CH:5][CH:4]=[C:3]([CH3:8])[CH:2]=1.[OH-].[Na+].O.[C:12]1([CH3:24])[CH:17]=[C:16]([CH3:18])[CH:15]=[C:14]([CH3:19])[C:13]=1[S:20](Cl)(=[O:22])=[O:21]>C1(C)C=CC=CC=1>[C:12]1([CH3:24])[CH:17]=[C:16]([CH3:18])[CH:15]=[C:14]([CH3:19])[C:13]=1[S:20]([O:7][C:6]1[CH:5]=[CH:4][C:3]([CH3:8])=[CH:2][CH:1]=1)(=[O:21])=[O:22] |f:1.2|. Procedure details: 10.8 g of p-cresol is added to a mixture containing 9.17 g of 48% NaOH, 50 ml of water and 50 ml of toluene. To the resulting mixture is added 22.9 g of mesitylenesulfonyl chloride, and reaction is carried out at 60° to 65° C. for 1 hour. After separating the aqueous layer, toluene is removed from the toluene layer by distillation. The resulting desired compound is purified with methanol. Run in C1CCOC1 (THF). Conditions: temperature 0 celsius, time 1 hour. Procedure details: To a solution of cyclopropyl-(4-fluorophenyl)ketone (520 mg, 3.17 mmol) in THF (10 mL) was added 4-fluorophenyl magnesium bromide dropwise at 0° C. under N2 atmosphere. The reaction mixture was stirred for 1 h at 0° C., quenched by addition of brine and extracted with Et2O. The organic layer was then washed with NaHCO3 saturated aqueous solution and brine. It was then dried over MgSO4, filtered, concentrated in vacuo to give crude bis(4-fluorophenyl)-cyclopropylmethanol. It was used for ring ope... Reaction SMILES: [CH:1]1([C:4]([C:6]2[CH:11]=[CH:10][C:9]([F:12])=[CH:8][CH:7]=2)=O)[CH2:3][CH2:2]1.[F:13][C:14]1[CH:19]=[CH:18]C([Mg]Br)=CC=1.[Cl:22][CH2:23][CH2:24][CH:25]=C(C1C=CC=CC=1)C1C=CC=CC=1>C1COCC1>[F:12][C:9]1[CH:8]=[CH:7][C:6]([C:4]([C:1]2[CH:3]=[CH:2][C:14]([F:13])=[CH:19][CH:18]=2)=[CH:25][CH2:24][CH2:23][Cl:22])=[CH:11][CH:10]=1. Product: FC1=CC=C(C=C1)C(=CCCCl)C1=CC=C(C=C1)F (1,1-Bis(4-fluorophenyl)-4-chloro-1-butene). Starting materials: C1(CC1)C(=O)C1=CC=C(C=C1)F (cyclopropyl-(4-fluorophenyl)ketone), FC1=CC=C(C=C1)[Mg]Br (4-fluorophenyl magnesium bromide), ClCCC=C(C1=CC=CC=C1)C1=CC=CC=C1 (4-chloro-1,1-diphenyl-1-butene). Yield: 88.0%.